From a dataset of the Open Reaction Database (ORD), a public repository of structured organic reaction records. describe an organic reaction: reactants, conditions, products, and yield Yields the product CCc1c(CN(C)C(=O)C=Cc2cnc3c(c2)OCC(=O)N3)oc2ccccc12. The reactants are CCc1c(CNC)oc2ccccc12, CCN=C=NCCCN(C)C, CCN(C(C)C)C(C)C, O=C(O)C=Cc1cnc2c(c1)OCC(=O)N2, CN(C)C=O, O, On1nnc2ccccc21. RXN SMILES: [CH2:1]([CH3:2])[c:3]1[c:4]([CH2:12][NH:13][CH3:14])[o:5][c:6]2[c:7]1[cH:8][cH:9][cH:10][cH:11]2.[CH3:50][N:51]([CH3:52])[CH2:53][CH2:54][CH2:55][N:56]=[C:57]=[N:58][CH2:59][CH3:60].[CH:41]([N:42]([CH:43]([CH3:44])[CH3:45])[CH2:46][CH3:47])([CH3:48])[CH3:49].[O:15]=[C:16]1[NH:17][c:18]2[c:19]([cH:22][c:23]([CH:26]=[CH:27][C:28](=[O:29])[OH:30])[cH:24][n:25]2)[O:20][CH2:21]1.[O:61]=[CH:62][N:63]([CH3:64])[CH3:65].[OH2:66].[OH:31][n:32]1[c:33]2[cH:34][cH:35][cH:36][cH:37][c:38]2[n:39][n:40]1>>[CH2:1]([CH3:2])[c:3]1[c:4]([CH2:12][N:13]([CH3:14])[C:28]([CH:27]=[CH:26][c:23]2[cH:22][c:19]3[c:18]([n:25][cH:24]2)[NH:17][C:16](=[O:15])[CH2:21][O:20]3)=[O:30])[o:5][c:6]2[c:7]1[cH:8][cH:9][cH:10][cH:11]2. Starting materials: OC1=C(C2=C(C(CO2)=O)C=C1)CN1CCN(CC1)C(=O)OC(C)(C)C (tert-butyl 4-[(6-hydroxy-3-oxo-2,3-dihydrobenzofuran-7-yl)methyl]piperazine-1-carboxylate), CC1=CC=C2C(=N1)NC=C2C=O (6-methyl-1H-pyrrolo[2,3-b]pyridine-3-carboxaldehyde). Reagents/catalysts: N1CCCCC1 (piperidine). Run in CO (methanol). Reaction conditions: temperature 50 celsius, time 2 hour. Yields the product OC1=C(C2=C(C(/C(/O2)=C/C2=CNC3=NC(=CC=C32)C)=O)C=C1)CN1CCN(CC1)C(=O)OC(C)(C)C (tert-butyl (Z)-4-({6-hydroxy-2-[(6-methyl-1H-pyrrolo[2,3-b]pyridin-3-yl)methylene]-3-oxo-2,3-dihydrobenzofuran-7-yl}methyl)piperazine-1-carboxylate). Yield: 80.8%. Reaction SMILES: [OH:1][C:2]1[CH:11]=[CH:10][C:5]2[C:6](=[O:9])[CH2:7][O:8][C:4]=2[C:3]=1[CH2:12][N:13]1[CH2:18][CH2:17][N:16]([C:19]([O:21][C:22]([CH3:25])([CH3:24])[CH3:23])=[O:20])[CH2:15][CH2:14]1.[CH3:26][C:27]1[N:32]=[C:31]2[NH:33][CH:34]=[C:35]([CH:36]=O)[C:30]2=[CH:29][CH:28]=1>CO.N1CCCCC1>[OH:1][C:2]1[CH:11]=[CH:10][C:5]2[C:6](=[O:9])/[C:7](=[CH:36]/[C:35]3[C:30]4[C:31](=[N:32][C:27]([CH3:26])=[CH:28][CH:29]=4)[NH:33][CH:34]=3)/[O:8][C:4]=2[C:3]=1[CH2:12][N:13]1[CH2:14][CH2:15][N:16]([C:19]([O:21][C:22]([CH3:25])([CH3:24])[CH3:23])=[O:20])[CH2:17][CH2:18]1. Reported procedure: A solution of tert-butyl 4-[(6-hydroxy-3-oxo-2,3-dihydrobenzofuran-7-yl)methyl]piperazine-1-carboxylate (0.020 g, 0.058 mmol) obtained in Example A16, Step 1 in methanol (2.0 mL) was added with 6-methyl-1H-pyrrolo[2,3-b]pyridine-3-carboxaldehyde (0.010 g, 0.063 mmol). Then, the mixture was added with 5 drops of piperidine, and then the mixture was stirred at 50° C. for 2 hours. The solid formed was collected by filtration, and washed with methanol to obtain tert-butyl (Z)-4-({6-hydroxy-2-[(6-met... Product: NC=1C=C(C(=NC1)OC1=CC=C(C(=O)OC)C=C1)C (methyl 4-(5-amino-3-methylpyridin-2-yloxy)benzoate). RXN SMILES: [CH3:1][O:2][C:3](=[O:21])[C:4]1[CH:9]=[CH:8][C:7]([O:10][C:11]2[C:16]([CH3:17])=[CH:15][C:14]([N+:18]([O-])=O)=[CH:13][N:12]=2)=[CH:6][CH:5]=1.C(O)(=O)C>CO.[Zn]>[NH2:18][C:14]1[CH:15]=[C:16]([CH3:17])[C:11]([O:10][C:7]2[CH:6]=[CH:5][C:4]([C:3]([O:2][CH3:1])=[O:21])=[CH:9][CH:8]=2)=[N:12][CH:13]=1. Run in CO (methanol). Isolated yield 89.9%. Run at time 1 hour. The reagents and catalysts are [Zn] (zinc). Procedure: To a mixture of 4-(3-methyl-5-nitro-pyridin-2-yloxy)-benzoic acid methyl ester (0.43 g, 1.49 mmol) from the previous step and zinc dust (0.932 g, 14.2 mmol) in methanol (15 ml) was added dropwise acetic acid (0.32 ml, 5.12 mmol). The mixture was stirred for 1 h at room temperature and filtered through a thin silica pad to remove inorganics. The filtrate was concentrated at reduced pressure to dryness to provide methyl 4-(5-amino-3-methylpyridin-2-yloxy)benzoate (0.346 g, 90% yield). Reactants: COC(C1=CC=C(C=C1)OC1=NC=C(C=C1C)[N+](=O)[O-])=O (4-(3-methyl-5-nitro-pyridin-2-yloxy)-benzoic acid methyl ester), C(C)(=O)O (acetic acid). Reactants: C(C)(C)(C)SCC1(CC2=CC=CC=C2CC1)C(=O)N[C@@H](CC(C)C)C(=O)OC (N-[[1,2,3,4-tetrahydro-2-[[(t-butyl)thio]methyl]-2-naphthalenyl]carbonyl]-L-leucine, methyl ester), O.[OH-].[Li+] (lithium hydroxide monohydrate). Run in CO (methanol). Reaction conditions: time 16 hour. Product: C(C)(C)(C)SCC1(CC2=CC=CC=C2CC1)C(=O)N[C@@H](CC(C)C)C(=O)O (N-[[1,2,3,4-tetrahydro-2-[[(t-butyl)thio]methyl]-2-naphthalenyl]carbonyl]-L-leucine), foam. Isolated yield 100.0%. RXN SMILES: [C:1]([S:5][CH2:6][C:7]1([C:17]([NH:19][C@H:20]([C:25]([O:27]C)=[O:26])[CH2:21][CH:22]([CH3:24])[CH3:23])=[O:18])[CH2:16][CH2:15][C:14]2[C:9](=[CH:10][CH:11]=[CH:12][CH:13]=2)[CH2:8]1)([CH3:4])([CH3:3])[CH3:2].O.[OH-].[Li+]>CO>[C:1]([S:5][CH2:6][C:7]1([C:17]([NH:19][C@H:20]([C:25]([OH:27])=[O:26])[CH2:21][CH:22]([CH3:23])[CH3:24])=[O:18])[CH2:16][CH2:15][C:14]2[C:9](=[CH:10][CH:11]=[CH:12][CH:13]=2)[CH2:8]1)([CH3:2])([CH3:4])[CH3:3] |f:1.2.3|. Reported procedure: Dissolve N-[[1,2,3,4-tetrahydro-2-[[(t-butyl)thio]methyl]-2-naphthalenyl]carbonyl]-L-leucine, methyl ester (146 mg, 0.36 mmol) in methanol (3 mL). Add a solution of lithium hydroxide monohydrate (1 mL in water, 1 mmol) and stir at room temperature under argon for 16 hours. Evaporate the solvent in vacuo without heat and acidify with 2N hydrochloric acid. Extract into methylene chloride (2X), dry (MgSO4) and evaporate the solvent in vacuo to give the title compound as as white foam (142 mg, 100%)... The reactants are C1(=CC=CC=C1)COC=1C=C(C=C(C1)OCC1=CC=CC=C1)C(CBr)=O (1-[3,5-bis(phenylmethoxy)phenyl]-2-bromoethanone), N1=C(C=CC=C1)CCCCCCOCCCCCCNCC1=CC=CC=C1 (N-[6-[[6-(2-pyridinyl)hexyl]oxy]hexyl]benzenemethanamine). Solvent: CN(C)C=O (DMF), CN(C)C=O (DMF). Run at time 4.5 hour. Yields the product C1(=CC=CC=C1)COC=1C=C(C=C(C1)OCC1=CC=CC=C1)C(O)CN(CCCCCCOCCCCCCC1=NC=CC=C1)CC1=CC=CC=C1 (3,5-Bis(phenylmethoxy)-α-[[(phenylmethyl)[6-[[6-(2-pyridinyl)hexyl]-oxy]hexyl]amino]methyl]benzenemethanol). Isolated yield 66.7%. RXN SMILES: [C:1]1([CH2:7][O:8][C:9]2[CH:10]=[C:11]([C:23](=[O:26])[CH2:24]Br)[CH:12]=[C:13]([O:15][CH2:16][C:17]3[CH:22]=[CH:21][CH:20]=[CH:19][CH:18]=3)[CH:14]=2)[CH:6]=[CH:5][CH:4]=[CH:3][CH:2]=1.[N:27]1[CH:32]=[CH:31][CH:30]=[CH:29][C:28]=1[CH2:33][CH2:34][CH2:35][CH2:36][CH2:37][CH2:38][O:39][CH2:40][CH2:41][CH2:42][CH2:43][CH2:44][CH2:45][NH:46][CH2:47][C:48]1[CH:53]=[CH:52][CH:51]=[CH:50][CH:49]=1>CN(C=O)C>[C:1]1([CH2:7][O:8][C:9]2[CH:10]=[C:11]([CH:23]([CH2:24][N:46]([CH2:47][C:48]3[CH:53]=[CH:52][CH:51]=[CH:50][CH:49]=3)[CH2:45][CH2:44][CH2:43][CH2:42][CH2:41][CH2:40][O:39][CH2:38][CH2:37][CH2:36][CH2:35][CH2:34][CH2:33][C:28]3[CH:29]=[CH:30][CH:31]=[CH:32][N:27]=3)[OH:26])[CH:12]=[C:13]([O:15][CH2:16][C:17]3[CH:22]=[CH:21][CH:20]=[CH:19][CH:18]=3)[CH:14]=2)[CH:6]=[CH:5][CH:4]=[CH:3][CH:2]=1. Reported procedure: A solution of 1-[3,5-bis(phenylmethoxy)phenyl]-2-bromoethanone (1.76 g) in dry DMF (15 ml) was added dropwise to a solution of N-[6-[[6-(2-pyridinyl)hexyl]oxy]hexyl]benzenemethanamine (1.58 g) and DEA (0.56 g) in dry DMF (15 ml) under nitrogen. The mixture was stirred at room temperature for 4.5 h, and the solvent was evaporated. Sodium borohydride (1.75 g) was added portionwise to the ice-cooled solution of the residue in ethanol (40 ml) under nitrogen and the reaction mixture was stirred at ro... Reactants: C1(=CC=CC=C1)P(C1=CC=CC=C1)C1=CC=CC=C1 (triphenylphosphine), ClC=1C=C(C=CC1S(=O)(=O)C)/C(/C(=O)O)=C\C1CCCC1 ((E)-2-(3-chloro-4-methanesulfonyl-phenyl)-3-cyclopentyl-acrylic acid), NC=1SC=CN1 (2-aminothiazole), N1=CC=CC=C1 (pyridine), BrN1C(CCC1=O)=O (N-bromosuccinimide). Run in O (water), C(Cl)Cl (methylene chloride). Run at temperature 0 celsius. Product: hexanes ethyl acetate, ClC=1C=C(C=CC1S(=O)(=O)C)/C(/C(=O)NC=1SC=CN1)=C\C1CCCC1 ((E)-2-(3-chloro-4-methanesulfonyl-phenyl)-3-cyclopentyl-N-thiazol-2-yl-acrylamide). Isolated yield 51.1%. Reaction SMILES: C1(P(C2C=CC=CC=2)C2C=CC=CC=2)C=CC=CC=1.BrN1C(=O)CCC1=O.[Cl:28][C:29]1[CH:30]=[C:31](/[C:39](=[CH:43]\[CH:44]2[CH2:48][CH2:47][CH2:46][CH2:45]2)/[C:40]([OH:42])=O)[CH:32]=[CH:33][C:34]=1[S:35]([CH3:38])(=[O:37])=[O:36].[NH2:49][C:50]1[S:51][CH:52]=[CH:53][N:54]=1.N1C=CC=CC=1>C(Cl)Cl.O>[Cl:28][C:29]1[CH:30]=[C:31](/[C:39](=[CH:43]\[CH:44]2[CH2:48][CH2:47][CH2:46][CH2:45]2)/[C:40]([NH:49][C:50]2[S:51][CH:52]=[CH:53][N:54]=2)=[O:42])[CH:32]=[CH:33][C:34]=1[S:35]([CH3:38])(=[O:36])=[O:37]. Procedure details: A solution of triphenylphosphine (120 mg, 0.46 mmol) in methylene chloride (5 mL) was cooled to 0° C. and then slowly treated with N-bromosuccinimide (92 mg, 0.52 mmol). The reaction mixture was stirred at 0° C. until the reaction mixture became homogeneous. The resulting light purple reaction mixture was then treated with (E)-2-(3-chloro-4-methanesulfonyl-phenyl)-3-cyclopentyl-acrylic acid (100 mg, 0.30 mmol), and the reaction mixture was stirred at 0° C. for 20 min. The reaction mixture was th... Run in CCCCCC (n-hexane). Reaction conditions: temperature 0 celsius. Reported procedure: The synthesis of ClSi2(NMe2)5 has been done from the ammonolysis of hexachlorodisilane and lithium dimethylamide. Hexachlorodisilane (HCD) is used as the starting material so that the Si—Si direct bond remains in the molecule. n-hexane is used as a solvent and cooled at 0° C. A mixture of pentakis(dimethylamino) chloro disilane and hexakis(dimethylamino) disilane is obtained. Lithium dimethylamide is added to form a “lithium dimethylamide solution”. HCD is added dropwise in the 0° C. lithium dim... Yields the product CN(C)[Si]([Si](N(C)C)(N(C)C)N(C)C)(N(C)C)N(C)C (hexakis(dimethylamino) disilane). Reactants: CC[C@H](C)[C@@H](C(=O)N1CCN(CC1)C2=NC(=NC(=N2)NCCOCCOCCOCC#C)N3CCN(CC3)C(=O)[C@H]([C@@H](C)CC)N4C=C(N=N4)[C@H](CO)N)N5C=C(N=N5)[C@H](CO)N.Cl (Si—Si), ClSi2(NMe2)5, Cl[Si]([Si](Cl)(Cl)Cl)(Cl)Cl (Hexachlorodisilane), Cl[Si]([Si](Cl)(Cl)Cl)(Cl)Cl (hexachlorodisilane), C[N-]C.[Li+] (lithium dimethylamide), CN(C)[Si]([Si](Cl)(N(C)C)N(C)C)(N(C)C)N(C)C (pentakis(dimethylamino) chloro disilane). RXN SMILES: Cl[Si](Cl)(Cl)[Si](Cl)(Cl)Cl.[CH3:9][N-:10][CH3:11].[Li+].CC[C@@H]([C@H](N1N=NC([C@@H](N)CO)=C1)C(N1CCN(C2N=C(NCCOCCOCCOCC#C)N=C(N3CCN(C([C@@H](N4N=NC([C@@H](N)CO)=C4)[C@H](CC)C)=O)CC3)N=2)CC1)=O)C.Cl.[CH3:77][N:78]([Si:80]([N:92]([CH3:94])[CH3:93])([N:89]([CH3:91])[CH3:90])[Si:81]([N:86]([CH3:88])[CH3:87])([N:83]([CH3:85])[CH3:84])Cl)[CH3:79]>CCCCCC>[CH3:9][N:10]([Si:81]([N:86]([CH3:88])[CH3:87])([N:83]([CH3:85])[CH3:84])[Si:80]([N:89]([CH3:91])[CH3:90])([N:92]([CH3:93])[CH3:94])[N:78]([CH3:77])[CH3:79])[CH3:11] |f:1.2,3.4|. Reactants: C(C)(C)(C)C1=CC=NC=C1 (4-tert-butylpyridine), OO (hydrogen peroxide), OO (hydrogen peroxide). Solvent: C(C)(=O)O (acetic acid). Run at time 30 minute. Yields the product CC(C)(C)C1=CC=[N+](C=C1)[O-] (4-tert-butyl-1-oxypyridine). RXN SMILES: [C:1]([C:5]1[CH:10]=[CH:9][N:8]=[CH:7][CH:6]=1)([CH3:4])([CH3:3])[CH3:2].[OH:11]O>C(O)(=O)C>[CH3:2][C:1]([C:5]1[CH:10]=[CH:9][N+:8]([O-:11])=[CH:7][CH:6]=1)([CH3:4])[CH3:3]. Procedure details: To a stirred solution of 4-tert-butylpyridine (19.0 g) in acetic acid (90 ml) was added dropwise 50% of hydrogen peroxide aqueous solution (20 ml) at room temperature and stirred for 30 minutes under the same condition. The mixture was stirred for 3 hours at ca.80° C. After cooling to room temperature, to the mixture was added dropwise another 20 ml of 50% hydrogen peroxide aqueous solution and stirred for 30 minutes. The mixture was stirred for 3 hours at ca. 80° C. After cooling to room temper... The reactants are ClC=1C=C(C(=O)OC)C=C(N1)SC (Methyl 2-chloro-6-(methylthio)isonicotinate), ClC=1C=C(C(=O)OC)C=C(N1)SC (Methyl 2-chloro-6-(methylthio)isonicotinate), C1=CC(=CC(=C1)Cl)C(=O)OO (mCPBA). Solvent: CCOC(=O)C (EtOAc), C(Cl)Cl (DCM). Reaction conditions: time 90 minute. Product: ClC=1C=C(C(=O)OC)C=C(N1)S(=O)C (Methyl 2-chloro-6-(methylsulfinyl)isonicotinate). Isolated yield 41.4%. Reaction SMILES: [Cl:1][C:2]1[CH:3]=[C:4]([CH:9]=[C:10]([S:12][CH3:13])[N:11]=1)[C:5]([O:7][CH3:8])=[O:6].C1C=C(Cl)C=C(C(OO)=[O:22])C=1>C(Cl)Cl.CCOC(C)=O>[Cl:1][C:2]1[CH:3]=[C:4]([CH:9]=[C:10]([S:12]([CH3:13])=[O:22])[N:11]=1)[C:5]([O:7][CH3:8])=[O:6]. Procedure details: Methyl 2-chloro-6-(methylthio)isonicotinate (Intermediate 83; 290 mg), was dissolved in anhydrous DCM (5 ml). mCPBA (345 mg) was added and the mixture was stirred at room temperature for 90 minutes. The mixture was diluted with EtOAc and washed with water, 10% sodium thiosulfate, water, brine and dried over sodium sulfate. The mixture was concentrated in vacuo and purified by flash chromatography eluting with EtOAc:Hexane (7:3) to afford the title compound (129 mg). The reactants are COC(=O)C1(C)CO1, COc1cc(C(=O)NC2CCN(C)CC2)ccc1Nc1ncc2c(n1)N(C1CCCC1)CC(C)(F)C(=O)N2C, CCOC(=O)C(C)(F)CNC1CCCCC1. The product is COc1cc(C(=O)NC2CCN(C)CC2)ccc1Nc1ncc2c(n1)N(C1CCCCC1)CC(C)(F)C(=O)N2C. As a reaction SMILES: [CH3:56][C:57]1([C:58]([O:59][CH3:60])=[O:61])[CH2:62][O:63]1.[CH:1]1([N:6]2[c:7]3[c:8]([cH:17][n:18][c:19]([NH:21][c:22]4[c:23]([O:38][CH3:39])[cH:24][c:25]([C:26](=[O:27])[NH:28][CH:29]5[CH2:30][CH2:31][N:32]([CH3:35])[CH2:33][CH2:34]5)[cH:36][cH:37]4)[n:20]3)[N:9]([CH3:16])[C:10](=[O:15])[C:11]([CH3:13])([F:14])[CH2:12]2)[CH2:2][CH2:3][CH2:4][CH2:5]1.[CH:40]1([NH:41][CH2:42][C:43]([F:44])([CH3:45])[C:46]([O:47][CH2:48][CH3:49])=[O:50])[CH2:51][CH2:52][CH2:53][CH2:54][CH2:55]1>>[CH:1]1([N:6]2[c:7]3[c:8]([cH:17][n:18][c:19]([NH:21][c:22]4[c:23]([O:38][CH3:39])[cH:24][c:25]([C:26](=[O:27])[NH:28][CH:29]5[CH2:30][CH2:31][N:32]([CH3:35])[CH2:33][CH2:34]5)[cH:36][cH:37]4)[n:20]3)[N:9]([CH3:16])[C:10](=[O:15])[C:11]([CH3:13])([F:14])[CH2:12]2)[CH2:2][CH2:3][CH2:4][CH2:40][CH2:5]1.